Task: describe an organic reaction: reactants, conditions, products, and yield. Dataset: the Open Reaction Database (ORD), a public repository of structured organic reaction records Yields the product CC(Oc1ccc(Oc2ccc(C(F)(F)F)cc2)cc1)C(=O)C1C(=O)CC1=O. Reactants: O=C1CC(=O)C1, [F-], CC(Oc1ccc(Oc2ccc(C(F)(F)F)cc2)cc1)C(=O)O, [Tl]. Reaction SMILES: [C:26]1(=[O:31])[CH2:27][C:28](=[O:30])[CH2:29]1.[F-:1].[F:2][C:3]([c:4]1[cH:5][cH:6][c:7]([O:8][c:9]2[cH:10][cH:11][c:12]([O:13][CH:14]([C:15](=[O:16])[OH:17])[CH3:18])[cH:19][cH:20]2)[cH:21][cH:22]1)([F:23])[F:24].[Tl:25]>>[F:2][C:3]([c:4]1[cH:5][cH:6][c:7]([O:8][c:9]2[cH:10][cH:11][c:12]([O:13][CH:14]([C:15](=[O:17])[CH:27]3[C:26](=[O:31])[CH2:29][C:28]3=[O:30])[CH3:18])[cH:19][cH:20]2)[cH:21][cH:22]1)([F:23])[F:24]. RXN SMILES: [C:1]([OH:20])(=[O:19])[CH2:2][CH2:3][CH2:4][CH2:5][CH2:6][CH2:7][CH2:8]/[CH:9]=[CH:10]\[CH2:11]/[CH:12]=[CH:13]\[CH2:14][CH2:15][CH2:16][CH2:17][CH3:18].C(O)(=O)CCCC/C=C\C/C=C\C/C=C\CCCCC.CC/C=C\C/C=C\C/C=C\CCCCCCCC(O)=O>>[C:1]([OH:20])(=[O:19])[CH2:2][CH2:3][CH2:4][CH2:5]/[CH:6]=[CH:7]\[CH2:8]/[CH:9]=[CH:10]\[CH2:11]/[CH:12]=[CH:13]\[CH2:14]/[CH:15]=[CH:16]\[CH2:17][CH3:18]. The reactants are C(CCCCCCC\C=C/C\C=C/CCCCC)(=O)O (linoleic acid), CC/C=C\C/C=C\C/C=C\CCCCCCCC(=O)O (linolenic acid), C(CCCC\C=C/C\C=C/C\C=C/CCCCC)(=O)O (γ-linolenic acid), fatty acid. Yields the product C(CCCC\C=C/C\C=C/C\C=C/C\C=C/CC)(=O)O (stearidonic acid). Reported procedure: FIG. 23 shows the results of the feeding experiments with the yeast cells which comprise plasmid pYES52Dest-MaLPAAT (MaB4_AT). In FIG. 23, A/B, the yeast cultures were fed linoleic acid (18:2 Δ9,12). In comparison with the control culture (FIG. 23, A), the yeast cells with the MaLPAAT showed a markedly higher conversion (increased 4-fold) of 18:2 into γ-linolenic acid (18:3 Δ6,9,12), and a 3.5-fold increase of the fatty acid 20:2 Δ11,14 elongated from 18:2. Analogously, when feeding linolenic ac... The solvent is ethyl acetate hexanes. The reactants are C1(=CC=CC=C1)[C@H](C)NC(C[C@@H](CC(\C=C\C=1N(C2=CC=CC=C2C1C1=CC=C(C=C1)F)C(C)C)=O)O)=O ((E)-(R)-7-[3-(4-Fluoro-phenyl)-1-isopropyl-1H-indol-2-yl]-3-hydroxy-5-oxo-hept-6-enoic acid ((S)-1-phenyl-ethyl)-amide), C1(=CC=CC=C1)[C@H](C)NC(C[C@@H](C[C@@H](\C=C\C=1C(=NC2=CC=CC=C2C1C1=CC=C(C=C1)F)C1CC1)O)O)=O ((E)-(3R,5S)-7-[2-Cyclopropyl-4-(4-fluoro-phenyl)quinolin-3-yl]-3,5-dihydroxy-hept-6-enoic acid ((S)-1-phenyl-ethyl)-amide). As a reaction SMILES: [C:1]1([C@@H:7]([NH:9][C:10](=[O:38])[CH2:11][C@H:12]([OH:37])[CH2:13][C:14](=[O:36])/[CH:15]=[CH:16]/[C:17]2[N:18]([CH:33]([CH3:35])[CH3:34])[C:19]3[C:24]([C:25]=2[C:26]2[CH:31]=[CH:30][C:29]([F:32])=[CH:28][CH:27]=2)=[CH:23][CH:22]=[CH:21][CH:20]=3)[CH3:8])[CH:6]=[CH:5][CH:4]=[CH:3][CH:2]=1.C1([C@@H](NC(=O)C[C@H](O)C[C@H](O)/C=C/C2C(C3CC3)=NC3C(C=2C2C=CC(F)=CC=2)=CC=CC=3)C)C=CC=CC=1>>[C:1]1([C@@H:7]([NH:9][C:10](=[O:38])[CH2:11][C@H:12]([OH:37])[CH2:13][C@H:14]([OH:36])/[CH:15]=[CH:16]/[C:17]2[N:18]([CH:33]([CH3:35])[CH3:34])[C:19]3[C:24]([C:25]=2[C:26]2[CH:27]=[CH:28][C:29]([F:32])=[CH:30][CH:31]=2)=[CH:23][CH:22]=[CH:21][CH:20]=3)[CH3:8])[CH:2]=[CH:3][CH:4]=[CH:5][CH:6]=1. Reported procedure: can be prepared from (E)-(R)-7-[3-(4-Fluoro-phenyl)-1-isopropyl-1H-indol-2-yl]-3-hydroxy-5-oxo-hept-6-enoic acid ((S)-1-phenyl-ethyl)-amide according to the procedures described above for the preparation of (E)-(3R,5S)-7-[2-Cyclopropyl-4-(4-fluoro-phenyl)quinolin-3-yl]-3,5-dihydroxy-hept-6-enoic acid ((S)-1-phenyl-ethyl)-amide. Chromatography on silicagel with ethyl acetate/hexanes (9:1) as eluent affords (E)-(3R,5S)-7-[3-(4-Fluoro-phenyl)-1-isopropyl-1H-indol-2-yl]-3,5-dihydroxy-hept-6-enoic ac... Product: C1(=CC=CC=C1)[C@H](C)NC(C[C@@H](C[C@@H](\C=C\C=1N(C2=CC=CC=C2C1C1=CC=C(C=C1)F)C(C)C)O)O)=O ((E)-(3R,5S)-7-[3-(4-Fluoro-phenyl)-1-isopropyl-1H-indol-2-yl]-3,5-dihydroxy-hept-6-enoic acid ((S)-1-phenyl-ethyl)-amide). Starting materials: [Br-], CC[Mg+], CON(C)C(=O)c1cc2c(Cl)cccc2s1, Cl, C1CCOC1, O. Product: CCC(=O)c1cc2c(Cl)cccc2s1. RXN SMILES: [Br-:1].[CH2:2]([CH3:3])[Mg+:4].[Cl:5][c:6]1[cH:7][cH:8][cH:9][c:10]2[s:11][c:12]([C:15](=[O:16])[N:17]([O:18][CH3:19])[CH3:20])[cH:13][c:14]12.[ClH:22].[O:23]1[CH2:24][CH2:25][CH2:26][CH2:27]1.[OH2:21]>>[CH2:2]([CH3:3])[C:15]([c:12]1[s:11][c:10]2[cH:9][cH:8][cH:7][c:6]([Cl:5])[c:14]2[cH:13]1)=[O:16]. The reactants are FC=1C=C(C=CC1)C=1C=C(C(=C(C(=O)O)C1)OC)C (5-(3-fluorophenyl)-2-methoxy-3-methyl-benzoic acid), C(=O)(C(=O)Cl)Cl ((COCl)2), NC=1C(=C(C=CC1F)O)C (3-amino-4-fluoro-2-methylphenol), C(=O)(O)[O-].[Na+] (NaHCO3). Solvent: C(Cl)Cl (CH2Cl2), O (Water), C1CCOC1 (THF). Run at time 1 hour. The product is FC1=CC=C(C(=C1NC(C1=C(C(=CC(=C1)C1=CC(=CC=C1)F)C)OC)=O)C)O (N-(6-Fluoro-3-hydroxy-2-methyl-phenyl)-5-(3-fluorophenyl)-2-methoxy-3-methyl-benzamide). Yield: 80.5%. As a reaction SMILES: [F:1][C:2]1[CH:3]=[C:4]([C:8]2[CH:9]=[C:10]([CH3:19])[C:11]([O:17][CH3:18])=[C:12]([CH:16]=2)[C:13]([OH:15])=O)[CH:5]=[CH:6][CH:7]=1.C(Cl)(C(Cl)=O)=O.[NH2:26][C:27]1[C:28]([CH3:35])=[C:29]([OH:34])[CH:30]=[CH:31][C:32]=1[F:33].C([O-])(O)=O.[Na+]>C(Cl)Cl.C1COCC1.O>[F:33][C:32]1[C:27]([NH:26][C:13](=[O:15])[C:12]2[CH:16]=[C:8]([C:4]3[CH:5]=[CH:6][CH:7]=[C:2]([F:1])[CH:3]=3)[CH:9]=[C:10]([CH3:19])[C:11]=2[O:17][CH3:18])=[C:28]([CH3:35])[C:29]([OH:34])=[CH:30][CH:31]=1 |f:3.4|. Procedure: To a solution of 5-(3-fluorophenyl)-2-methoxy-3-methyl-benzoic acid (intermediate III(k)) (500 mg, 1.92 mmol, 1.1 eq) in CH2Cl2 (10 mL) was added (COCl)2 (731.6 mg, 5.76 mmol, 3.3 eq) at 0° C. The reaction mixture was allowed to warm to room temperature and stirred for 1 h. The resulting mixture was concentrated under reduced pressure and the residue that remained dissolved in THF (6 mL) and added to a mixture of 3-amino-4-fluoro-2-methylphenol (intermediate X(e)) (246.5 mg, 1.75 mmol, 1.0 eq) a...